describe an organic reaction: reactants, conditions, products, and yield From a dataset of the Open Reaction Database (ORD), a public repository of structured organic reaction records. The reactants are [BH4-].[Na+] (sodium borohydride), ClC1=C(C=C(C=C1)N1C(CC(CC1=O)C(F)(F)F)=O)C=C(C(=O)OCC)Cl (N-[4-chloro-3-(2-chloro-2-ethoxycarbonylethenyl)phenyl]-3-trifluoromethylglutarimide), C(C)O (ethanol), O (water). Reaction conditions: time 3 hour. The product is ClC1=C(C=C(C=C1)NC(CC(CC(=O)OCC)C(F)(F)F)=O)C=C(C(=O)OCC)Cl (Ethyl N-[4-chloro-3-(2-chloro-2-ethoxycarbonyletheny1)-phenyl]-3-trifluoromethylglutaramidate). Reaction SMILES: [BH4-].[Na+].[Cl:3][C:4]1[CH:9]=[CH:8][C:7]([N:10]2[C:15](=[O:16])[CH2:14][CH:13]([C:17]([F:20])([F:19])[F:18])[CH2:12][C:11]2=[O:21])=[CH:6][C:5]=1[CH:22]=[C:23]([Cl:29])[C:24]([O:26][CH2:27][CH3:28])=[O:25].O.[CH2:31]([OH:33])[CH3:32]>>[Cl:3][C:4]1[CH:9]=[CH:8][C:7]([NH:10][C:11](=[O:21])[CH2:12][CH:13]([C:17]([F:19])([F:20])[F:18])[CH2:14][C:15]([O:33][CH2:31][CH3:32])=[O:16])=[CH:6][C:5]=1[CH:22]=[C:23]([Cl:29])[C:24]([O:26][CH2:27][CH3:28])=[O:25] |f:0.1|. Procedure details: 0.13 g (34 mmol) of sodium borohydride was added in portions at room temperature to a solution of 4.2 g (10 mmol) of N-[4-chloro-3-(2-chloro-2-ethoxycarbonylethenyl)phenyl]-3-trifluoromethylglutarimide in 100 ml of ethanol. After stirring for 3 hours the reaction mixture was added to 100 ml of water, after which the aqueous phase was extracted twice with dichloromethane. The combined org. phases were dried over sodium sulfate and concentrated. Finally, the residue was purified by triturating wit... Reactants: C(=O)(O)C1=C(CCC=2C=C(C=CC2)CC#N)C=CC=C1 (3-(2-Carboxyphenethyl)phenylacetonitrile), polyphosphoric acid, O (water). Conditions: temperature 100 celsius. Product: O=C1C2=C(CCC3=C1C=CC(=C3)CC(=O)N)C=CC=C2 ((5-oxo-10,11-dihydrodibenzo[a,d]cyclohepten-2-yl)acetamide). As a reaction SMILES: [C:1]([C:4]1[CH:20]=[CH:19][CH:18]=[CH:17][C:5]=1[CH2:6][CH2:7][C:8]1[CH:9]=[C:10]([CH2:14][C:15]#[N:16])[CH:11]=[CH:12][CH:13]=1)(O)=[O:2].[OH2:21]>>[O:2]=[C:1]1[C:13]2[CH:12]=[CH:11][C:10]([CH2:14][C:15]([NH2:16])=[O:21])=[CH:9][C:8]=2[CH2:7][CH2:6][C:5]2[CH:17]=[CH:18][CH:19]=[CH:20][C:4]1=2. Procedure details: 3-(2-Carboxyphenethyl)phenylacetonitrile (2 g.) is added to polyphosphoric acid (20 g.) [prepared from orthophosphoric acid (d = 1.7; 1,120 g.) and phosphorus pentoxide (1,300 g.)], and the mixture is heated for 2 hours at 100°C. After cooling, the reaction mixture is poured into water (250 cc.); the oil which separates out is extracted twice with methylene chloride (total 150 cc.). The combined organic extracts are washed and dried over anhydrous sodium sulphate (10 g.) and the solvent is evapo...